Dataset: the Open Reaction Database (ORD), a public repository of structured organic reaction records. Task: describe an organic reaction: reactants, conditions, products, and yield Starting materials: ClC1=CC=C(C=C1)C1(CCC1)C(CBr)=O (1-[1-(4-chlorophenyl)cyclobutyl]-2-bromoethanone), C[O-].[Na+] (sodium methoxide), CO (methanol), [Na] (sodium), CO (methanol), O (water). Run at time 2 hour. Product: ClC1=CC=C(C=C1)C1(CCC1)C(CO)(OC)OC (2-[1-(4-chlorophenyl)cyclobutyl]-2,2-dimethoxyethanol). As a reaction SMILES: [Cl:1][C:2]1[CH:7]=[CH:6][C:5]([C:8]2([C:12](=[O:15])[CH2:13]Br)[CH2:11][CH2:10][CH2:9]2)=[CH:4][CH:3]=1.[CH3:16][O-:17].[Na+].[Na].[OH2:20].[CH3:21]O>>[Cl:1][C:2]1[CH:7]=[CH:6][C:5]([C:8]2([C:12]([O:15][CH3:21])([O:17][CH3:16])[CH2:13][OH:20])[CH2:11][CH2:10][CH2:9]2)=[CH:4][CH:3]=1 |f:1.2,^1:18|. Procedure details: A solution of 1-[1-(4-chlorophenyl)cyclobutyl]-2-bromoethanone (3 g) in methanol (10 ml) was added to sodium methoxide prepared by the reaction of sodium (0.46 g) and methanol (20 ml) and the mixture was stirred for two hours, and then poured into water. The aqueous mixture was extracted with ether and the extract dried and evaporated to give 2-[1-(4-chlorophenyl)cyclobutyl]-2,2-dimethoxyethanol (m.p. 73°-74° C.). The reactants are C=1(C=CN2CCCCC12)C(=O)O (5,6,7,8-tetrahydro-indolizine-1-carboxylic acid), C1(=CC=CC=C1)[C@@H](CC)N ((R)-1-phenyl-propylamine), 8b, ON1N=NC2=C1C=CC=C2 (1-hydroxybenzotriazole), Cl.C(C)N=C=NCCCN(C)C (1-ethyl-3-(3-dimethylaminopropyl)carbodiimide hydrochloride). Run in CN(C=O)C (dimethylformamide). Run at temperature 25 celsius, time 30 minute. The product is C1(=CC=CC=C1)[C@@H](CC)NC(=O)C=1C=CN2CCCCC12 (5,6,7,8-tetrahydro-indolizine-1-carboxylic acid ((R)-1-phenyl-propyl)-amide). Isolated yield 88.0%. Reaction SMILES: [C:1]1([C:10]([OH:12])=O)[CH:2]=[CH:3][N:4]2[C:9]=1[CH2:8][CH2:7][CH2:6][CH2:5]2.ON1C2C=CC=CC=2N=N1.Cl.C(N=C=NCCCN(C)C)C.[C:35]1([C@H:41]([NH2:44])[CH2:42][CH3:43])[CH:40]=[CH:39][CH:38]=[CH:37][CH:36]=1>CN(C)C=O>[C:35]1([C@H:41]([NH:44][C:10]([C:1]2[CH:2]=[CH:3][N:4]3[C:9]=2[CH2:8][CH2:7][CH2:6][CH2:5]3)=[O:12])[CH2:42][CH3:43])[CH:40]=[CH:39][CH:38]=[CH:37][CH:36]=1 |f:2.3|. Reported procedure: To a solution of 5,6,7,8-tetrahydro-indolizine-1-carboxylic acid (Comp. No. 8b) (6.22 g, 37.7 mmol) in dimethylformamide (125 ml) was added 1-hydroxybenzotriazole (5.60 g, 41.4 mmol) and 1-ethyl-3-(3-dimethylaminopropyl)carbodiimide hydrochloride (7.94 g, 41.4 mmol). The mixture was stirred for 30 min at 25° C., then (R)-1-phenyl-propylamine (6.11 g, 45.2 mmol) was added and the mixture was stirred at 25° C. overnight and at 45° C. for additional 24 h. The mixture was concentrated in vacuo to 20...